From a dataset of the Open Reaction Database (ORD), a public repository of structured organic reaction records. describe an organic reaction: reactants, conditions, products, and yield Reactants: ClC(C(=O)OC)=O (Methyl chlorooxoacetate), N1(C=NC=C1)C1=CC=C2C=CN(C2=C1)C (6-Imidazol-1-yl-1-methyl-1H-indole), ClC(C(=O)OC)=O (methyl chlorooxoacetate). The solvent is C(Cl)Cl (CH2Cl2). Run at temperature 0 celsius, time 2 hour. Product: N1(C=NC=C1)C1=CC=C2C(=CN(C2=C1)C)C(C(=O)OC)=O (methyl (6-imidazol-1-yl-1-methyl-1H-indol-3-yl)glyoxylate). Yield: 116.1%. RXN SMILES: [N:1]1([C:6]2[CH:14]=[C:13]3[C:9]([CH:10]=[CH:11][N:12]3[CH3:15])=[CH:8][CH:7]=2)[CH:5]=[CH:4][N:3]=[CH:2]1.Cl[C:17](=[O:22])[C:18]([O:20][CH3:21])=[O:19]>C(Cl)Cl>[N:1]1([C:6]2[CH:14]=[C:13]3[C:9]([C:10]([C:17](=[O:22])[C:18]([O:20][CH3:21])=[O:19])=[CH:11][N:12]3[CH3:15])=[CH:8][CH:7]=2)[CH:5]=[CH:4][N:3]=[CH:2]1. Procedure: 6-Imidazol-1-yl-1-methyl-1H-indole (0.90 g, 4.56 mmol ) was dissolved in CH2Cl2 (2 mL) and cooled at 0° C. Methyl chlorooxoacetate (1.3 mL, 14 mmol) was added. Stirring was continued for 2 h at 0° C. and more methyl chlorooxoacetate (0.4 mL, 4.3 mmol) was added. After an additional 2 h, the solvent was removed. The residual solid was taken up in ether, filtered and washed well with ether to give crude methyl (6-imidazol-1-yl-1-methyl-1H-indol-3-yl)glyoxylate (1.50 g).